This data is from the Open Reaction Database (ORD), a public repository of structured organic reaction records. The task is: describe an organic reaction: reactants, conditions, products, and yield Product: COC(=O)CC(CC(=O)Nc1cc(-n2c(=O)cc(C(F)(F)F)n(C)c2=O)c(F)cc1Cl)C(F)(F)F. Reaction SMILES: [C:35](=[O:36])([O-:37])[O-:38].[CH3:41][N:42]([CH3:43])[CH:44]=[O:45].[CH3:46][I:47].[CH3:48][CH2:49][O:50][C:51](=[O:52])[CH3:53].[Cl:1][c:2]1[c:3]([NH:22][C:23](=[O:24])[CH2:25][CH:26]([CH2:27][C:28](=[O:29])[OH:30])[C:31]([F:32])([F:33])[F:34])[cH:4][c:5](-[n:9]2[c:10](=[O:21])[n:11]([CH3:20])[c:12]([C:16]([F:17])([F:18])[F:19])[cH:13][c:14]2=[O:15])[c:6]([F:8])[cH:7]1.[K+:39].[K+:40]>>[Cl:1][c:2]1[c:3]([NH:22][C:23](=[O:24])[CH2:25][CH:26]([CH2:27][C:28](=[O:29])[O:30][CH3:35])[C:31]([F:32])([F:33])[F:34])[cH:4][c:5](-[n:9]2[c:10](=[O:21])[n:11]([CH3:20])[c:12]([C:16]([F:17])([F:18])[F:19])[cH:13][c:14]2=[O:15])[c:6]([F:8])[cH:7]1. Starting materials: O=C([O-])[O-], CN(C)C=O, CI, CCOC(C)=O, Cn1c(C(F)(F)F)cc(=O)n(-c2cc(NC(=O)CC(CC(=O)O)C(F)(F)F)c(Cl)cc2F)c1=O, [K+], [K+].